This data is from the Open Reaction Database (ORD), a public repository of structured organic reaction records. The task is: describe an organic reaction: reactants, conditions, products, and yield The reactants are OC1(CC(=O)OC(C1Br)CCC1=CC=CC=C1)C (3-hydroxy-3-methyl-4-bromo-7-phenyl-5-heptanolide), C(CCC)[SnH](CCCC)CCCC (tri-n-butyltin hydride). Solvent: O1CCCC1 (tetrahydrofuran), O1CCCC1 (tetrahydrofuran). Reaction conditions: time 8 hour. Product: OC1(CC(=O)OC(C1)CCC1=CC=CC=C1)C (3-Hydroxy-3-methyl-7-phenyl-5-heptanolide). The yield is 54.8%. As a reaction SMILES: [OH:1][C:2]1([CH3:18])[CH:8](Br)[CH:7]([CH2:10][CH2:11][C:12]2[CH:17]=[CH:16][CH:15]=[CH:14][CH:13]=2)[O:6][C:4](=[O:5])[CH2:3]1.C([SnH](CCCC)CCCC)CCC>O1CCCC1>[OH:1][C:2]1([CH3:18])[CH2:8][CH:7]([CH2:10][CH2:11][C:12]2[CH:17]=[CH:16][CH:15]=[CH:14][CH:13]=2)[O:6][C:4](=[O:5])[CH2:3]1. Reported procedure: To a solution of 200 mg of 3-hydroxy-3-methyl-4-bromo-7-phenyl-5-heptanolide in 2 ml of anhydrous tetrahydrofuran was added 500 mg of tri-n-butyltin hydride and the mixture was allowed to stand overnight at room temperature. After completion of the reaction, tetrahydrofuran was evaporated and n-hexane was added to the residue to precipitate an oily substance, which was purified by a thin layer chromatography (silica gel) affording 82 mg of the desired compound.